describe an organic reaction: reactants, conditions, products, and yield From a dataset of the Open Reaction Database (ORD), a public repository of structured organic reaction records. Starting materials: CN1CC(=O)Nc2ccc(Br)cc2C1=O, N#C[Cu], c1ccncc1. Product: CN1CC(=O)Nc2ccc(C#N)cc2C1=O. Reaction SMILES: [Br:1][c:2]1[cH:3][cH:4][c:5]2[c:6]([cH:15]1)[C:7](=[O:14])[N:8]([CH3:13])[CH2:9][C:10](=[O:12])[NH:11]2.[Cu:16][C:17]#[N:18].[cH:19]1[cH:20][cH:21][n:22][cH:23][cH:24]1>>[c:2]1([C:17]#[N:18])[cH:3][cH:4][c:5]2[c:6]([cH:15]1)[C:7](=[O:14])[N:8]([CH3:13])[CH2:9][C:10](=[O:12])[NH:11]2. Starting materials: COC1=CSC=C1OC (3,4-dimethoxythiophene), C([C@H](CCCCCC)O)O ((S)-1,2-octanediol). The product is C(CCCCC)C1COC=2C(O1)=CSC2 (2-n-hexyl-2,3-dihydro-thieno[3,4-b][1,4]dioxine). RXN SMILES: [CH3:1][O:2][C:3]1[C:7]([O:8][CH3:9])=[CH:6][S:5][CH:4]=1.[CH2:10](O)[C@@H:11](O)[CH2:12][CH2:13][CH2:14][CH2:15]CC>>[CH2:10]([CH:1]1[O:2][C:3]2=[CH:4][S:5][CH:6]=[C:7]2[O:8][CH2:9]1)[CH2:11][CH2:12][CH2:13][CH2:14][CH3:15]. Procedure: Chiral 2-n-hexyl-2,3-dihydro-thieno[3,4-b][1,4]dioxine was synthesized by transetherification of 3,4-dimethoxythiophene with (S)-1,2-octanediol and purified to a purity of 99.69% as described in INVENTION EXAMPLE 1. It was characterized by GC-MS and 1H-NMR-spectroscopy, and exhibited a specific rotation of −100° at 25° C. and 436 nm in hexane. The reactants are CCn1cc(C(=O)O)c(=O)c2cc(F)c(F)c(F)c21, CS(C)=O, ClCC1CNCCO1. Product: CCn1cc(C(=O)O)c(=O)c2cc(F)c(N3CCOC(CCl)C3)c(F)c21. As a reaction SMILES: [CH2:1]([CH3:2])[n:3]1[cH:4][c:5]([C:17](=[O:18])[OH:19])[c:6](=[O:16])[c:7]2[cH:8][c:9]([F:15])[c:10]([F:14])[c:11]([F:13])[c:12]12.[CH3:28][S:29](=[O:30])[CH3:31].[Cl:20][CH2:21][CH:22]1[O:23][CH2:24][CH2:25][NH:26][CH2:27]1>>[CH2:1]([CH3:2])[n:3]1[cH:4][c:5]([C:17](=[O:18])[OH:19])[c:6](=[O:16])[c:7]2[cH:8][c:9]([F:15])[c:10]([N:26]3[CH2:25][CH2:24][O:23][CH:22]([CH2:21][Cl:20])[CH2:27]3)[c:11]([F:13])[c:12]12. Starting materials: FC(C(=O)O)(F)F.CNCC=1C=C(C=CC1)C1=CC=C(C=C1)CC1C(NC(S1)=O)=O (5-(3′-methylaminomethyl-biphenyl-4-ylmethyl)thiazolidine-2,4-dione trifluoro-acetate), CN(C1=CC=C(C(=O)Cl)C=C1)C (4-dimethylaminobenzoyl chloride). The product is CN(C1=CC=C(C(=O)N(C)CC=2C=C(C=CC2)C2=CC=C(C=C2)CC2C(NC(S2)=O)=O)C=C1)C (4-Dimethylamino-N-[4′-(2,4-dioxothiazolidin-5-ylmethyl)biphenyl-3-ylmethyl]-N-methylbenzamide). Reaction SMILES: FC(F)(F)C(O)=O.[CH3:8][NH:9][CH2:10][C:11]1[CH:12]=[C:13]([C:17]2[CH:22]=[CH:21][C:20]([CH2:23][CH:24]3[S:28][C:27](=[O:29])[NH:26][C:25]3=[O:30])=[CH:19][CH:18]=2)[CH:14]=[CH:15][CH:16]=1.[CH3:31][N:32]([CH3:42])[C:33]1[CH:41]=[CH:40][C:36]([C:37](Cl)=[O:38])=[CH:35][CH:34]=1>>[CH3:31][N:32]([CH3:42])[C:33]1[CH:41]=[CH:40][C:36]([C:37]([N:9]([CH2:10][C:11]2[CH:12]=[C:13]([C:17]3[CH:18]=[CH:19][C:20]([CH2:23][CH:24]4[S:28][C:27](=[O:29])[NH:26][C:25]4=[O:30])=[CH:21][CH:22]=3)[CH:14]=[CH:15][CH:16]=2)[CH3:8])=[O:38])=[CH:35][CH:34]=1 |f:0.1|. Procedure details: In a manner similar to that of Example 37(e), by reacting 1 g (2.2 mmol) of 5-(3′-methylaminomethyl-biphenyl-4-ylmethyl)thiazolidine-2,4-dione trifluoro-acetate with 500 mg (3 mmol) of 4-dimethylaminobenzoyl chloride, and after purification, 200 mg (20%) of 4-dimethylamino-N-[4′-(2,4-dioxothiazolidin-5-ylmethyl)-biphenyl-3-ylmethyl]-N-methylbenzamide, with a melting point of 100° C., are obtained.